This data is from the Open Reaction Database (ORD), a public repository of structured organic reaction records. The task is: describe an organic reaction: reactants, conditions, products, and yield Reactants: O=C(OC(Cl)(Cl)Cl)OC(Cl)(Cl)Cl, CCC1(CCN)CCOC1, Nc1ccc2nc(NC3CCc4ccccc43)ccc2c1. Yields the product O=C(Nc1ccc2nc(NC3CCc4ccccc43)ccc2c1)N1CCC2(CCOC2)CC1. RXN SMILES: [C:1]([O:2][C:3]([Cl:4])([Cl:5])[Cl:6])([O:7][C:8]([Cl:9])([Cl:10])[Cl:11])=[O:12].[CH2:13]([CH3:14])[C:15]1([CH2:20][CH2:21][NH2:22])[CH2:16][O:17][CH2:18][CH2:19]1.[CH:23]1([NH:32][c:33]2[n:34][c:35]3[cH:36][cH:37][c:38]([NH2:43])[cH:39][c:40]3[cH:41][cH:42]2)[CH2:24][CH2:25][c:26]2[cH:27][cH:28][cH:29][cH:30][c:31]21>>[C:1](=[O:12])([N:22]1[CH2:14][CH2:13][C:15]2([CH2:16][O:17][CH2:18][CH2:19]2)[CH2:20][CH2:21]1)[NH:43][c:38]1[cH:37][cH:36][c:35]2[n:34][c:33]([NH:32][CH:23]3[CH2:24][CH2:25][c:26]4[cH:27][cH:28][cH:29][cH:30][c:31]43)[cH:42][cH:41][c:40]2[cH:39]1. RXN SMILES: [N+:1]([C:4]1[C:5]([NH:10][CH2:11][C:12]([NH2:14])=[O:13])=[N:6][CH:7]=[CH:8][CH:9]=1)([O-])=O.C(#N)C>C(OCC)(=O)C.[Pd]>[NH2:1][C:4]1[C:5]([NH:10][CH2:11][C:12]([NH2:14])=[O:13])=[N:6][CH:7]=[CH:8][CH:9]=1. Procedure: A mixture of 2-[(3-nitro-2-pyridinyl)amino]acetamide (19.6 g, 0.1 mole) in 160 ml of ethyl acetate was hydrogenated over 5% palladium on carbon (2.0 g) at ~55° C. overnight. The reaction mixture was warmed with acetonitrile and filtered through a Celite pad. The pad was washed with hot acetonitrile and the filtrate was evaporated to a solid. A 1.2-g sample of this solid was recrystallized from methanol-acetonitrile to give a light yellow solid, which was dried under high vacuum at room temperatu... Run in C(C)(=O)OCC (ethyl acetate). The reactants are [N+](=O)([O-])C=1C(=NC=CC1)NCC(=O)N (2-[(3-nitro-2-pyridinyl)amino]acetamide), C(C)#N (acetonitrile). Yields the product NC=1C(=NC=CC1)NCC(=O)N (2-[(3-Amino-2-pyridinyl)amino]acetamide). Reagents/catalysts: [Pd] (palladium on carbon). The reactants are CCCN(C)C(=O)c1cc(C(=O)OCC)cc(C(=O)C2CC2)c1, CCO, [Na+], [OH-], O. Yields the product CCCN(C)C(=O)c1cc(C(=O)O)cc(C(=O)C2CC2)c1. Reaction SMILES: [CH2:1]([CH3:2])[O:3][C:4]([c:5]1[cH:6][c:7]([C:8](=[O:9])[N:10]([CH2:11][CH2:12][CH3:13])[CH3:14])[cH:15][c:16]([C:18](=[O:19])[CH:20]2[CH2:21][CH2:22]2)[cH:17]1)=[O:23].[CH3:26][CH2:27][OH:28].[Na+:25].[OH-:24].[OH2:29]>>[O:3]=[C:4]([c:5]1[cH:6][c:7]([C:8](=[O:9])[N:10]([CH2:11][CH2:12][CH3:13])[CH3:14])[cH:15][c:16]([C:18](=[O:19])[CH:20]2[CH2:21][CH2:22]2)[cH:17]1)[OH:23]. Reactants: CC(C)C[Al+]CC(C)C, Cc1ccccc1, Cl, COC(=O)c1cn(S(=O)(=O)c2ccc(F)cc2)c(-c2ccccc2)c1C, [H-], C1CCOC1. Yields the product Cc1c(C=O)cn(S(=O)(=O)c2ccc(F)cc2)c1-c1ccccc1. As a reaction SMILES: [CH2:28]([Al+:29][CH2:30][CH:31]([CH3:32])[CH3:33])[CH:34]([CH3:35])[CH3:36].[CH3:43][c:44]1[cH:45][cH:46][cH:47][cH:48][cH:49]1.[ClH:37].[F:1][c:2]1[cH:3][cH:4][c:5]([S:8](=[O:9])(=[O:10])[n:11]2[cH:12][c:13]([C:23](=[O:24])[O:25][CH3:26])[c:14]([CH3:22])[c:15]2-[c:16]2[cH:17][cH:18][cH:19][cH:20][cH:21]2)[cH:6][cH:7]1.[H-:27].[O:38]1[CH2:39][CH2:40][CH2:41][CH2:42]1>>[F:1][c:2]1[cH:3][cH:4][c:5]([S:8](=[O:9])(=[O:10])[n:11]2[cH:12][c:13]([CH:23]=[O:24])[c:14]([CH3:22])[c:15]2-[c:16]2[cH:17][cH:18][cH:19][cH:20][cH:21]2)[cH:6][cH:7]1. Starting materials: COC1=C(C(=O)Cl)C=C(C=C1)C1N=NN=C1 (2-methoxy-5-(4H-triazol-4-yl)benzoyl chloride), CNCC(CC=C)C1=CC=CC=C1 (N-methyl-(2-phenylpent-4-enyl)amine), O (water), CO.ClCCl (methanol dichloromethane). Run in CC(=O)C (acetone), CC(=O)C (acetone), C([O-])(O)=O.[Na+] (sodium bicarbonate), C([O-])(O)=O.[Na+] (sodium bicarbonate). Conditions: time 10 hour. Yields the product CN(C(C1=C(C=CC(=C1)[C@@H]1N=NN=C1)OC)=O)CC(CC=C)C1=CC=CC=C1 ((S)-N-methyl-N-(2-phenylpent-4-enyl)-2-methoxy-5-(4H-triazol-4-yl)benzamide). Reaction SMILES: [CH3:1][NH:2][CH2:3][CH:4]([C:8]1[CH:13]=[CH:12][CH:11]=[CH:10][CH:9]=1)[CH2:5][CH:6]=[CH2:7].O.[CH3:15][O:16][C:17]1[CH:25]=[CH:24][C:23]([CH:26]2[CH:30]=[N:29][N:28]=[N:27]2)=[CH:22][C:18]=1[C:19](Cl)=[O:20].CO.ClCCl>CC(C)=O.C(=O)(O)[O-].[Na+]>[CH3:1][N:2]([CH2:3][CH:4]([C:8]1[CH:9]=[CH:10][CH:11]=[CH:12][CH:13]=1)[CH2:5][CH:6]=[CH2:7])[C:19](=[O:20])[C:18]1[CH:22]=[C:23]([C@H:26]2[CH:30]=[N:29][N:28]=[N:27]2)[CH:24]=[CH:25][C:17]=1[O:16][CH3:15] |f:3.4,6.7|. Reported procedure: Combine N-methyl-(2-phenylpent-4-enyl)amine (1.00 g, 5.7 mmol), acetone (50 mL), water (20 mL), and sodium bicarbonate (0.3 g, 2.85 mmol). Add portionwise, a solution of 2-methoxy-5-(4H-triazol-4-yl)benzoyl chloride (1.4 g, 6.3 mmol) in acetone (50 mL). After 10 hours, dilute the reaction mixture with a saturated aqueous sodium bicarbonate solution and evaporate in vacuo to remove most of the acetone. Extract five times with dichloromethane. Dry the combined organic layers over Na2SO4, filter, a... Starting materials: C(C)OC(=O)N1CCN2C(CC1)=NC(=CC2=O)C2=NC=NC=C2 (4-oxo-2-pyrimidin-4-yl-5,6,8,9-tetrahydro-4H-1,4-a,7-triaza-benzocycloheptene-7-carboxylic acid ethyl ester), C[Si](C)(C)[N-][Si](C)(C)C.[Li+] (lithium bis(trimethylsilyl)amide), C(C)I (ethyl iodide). Run in O1CCCC1 (tetrahydrofuran). Reaction conditions: temperature -78 celsius, time 10 minute. Product: C(C)OC(=O)N1CCN2C(C(C1)CC)=NC(=CC2=O)C2=NC=NC=C2 ((+/−)-9-Ethyl-4-oxo-2-pyrimidin-4-yl-5,6,8,9-tetrahydro-4H-1,4-a,7-triaza-benzocycloheptene-7-carboxylic acid ethyl ester). The yield is 1.8%. As a reaction SMILES: [CH2:1]([O:3][C:4]([N:6]1[CH2:12][CH2:11][C:10]2=[N:13][C:14]([C:18]3[CH:23]=[CH:22][N:21]=[CH:20][N:19]=3)=[CH:15][C:16](=[O:17])[N:9]2[CH2:8][CH2:7]1)=[O:5])[CH3:2].C[Si]([N-][Si](C)(C)C)(C)C.[Li+].[CH2:34](I)[CH3:35]>O1CCCC1>[CH2:1]([O:3][C:4]([N:6]1[CH2:12][CH:11]([CH2:34][CH3:35])[C:10]2=[N:13][C:14]([C:18]3[CH:23]=[CH:22][N:21]=[CH:20][N:19]=3)=[CH:15][C:16](=[O:17])[N:9]2[CH2:8][CH2:7]1)=[O:5])[CH3:2] |f:1.2|. Reported procedure: To a solution of 10.00 g (41.27 mmol) of 4-oxo-2-pyrimidin-4-yl-5,6,8,9-tetrahydro-4H-1,4-a,7-triaza-benzocycloheptene-7-carboxylic acid ethyl ester in dry tetrahydrofuran (8 mL) under argon at −78° C. was added 2.00 mL (2.00 mmol) of lithium bis(trimethylsilyl)amide (1M in tetrahydrofuran). The solution was stirred at −78° C. for 10 min and 1.28 mL of ethyl iodide (15.86 mmol) was added. The reaction was stirred at −78° C. for 1 h and then at 0° C. for 2 h. The mixture was quenched with the add... Starting materials: C(C)(C)(C)OC(N[C@@H](CC1=NN=C2N1C=CC1=CC=CC=C21)CC2=C(C=CC(=C2)F)F)=O (tert-butyl[(1R)-1-(2,5-difluorobenzyl)-2-[1,2,4]triazolo[3,4-a]isoquinolin-3-ylethyl]carbamate), Cl (HCl). Solvent: O1CCOCC1 (dioxane). Reaction conditions: time 2 hour. The product is Cl.Cl.FC1=C(C[C@H](CC2=NN=C3N2C=CC2=CC=CC=C32)N)C=C(C=C1)F ([(1R)-1-(2,5-Difluorobenzyl)-2-[1,2,4]triazolo[3,4-a]isoquinolin-3-ylethyl]amine, dihydrochloride). RXN SMILES: C(OC(=O)[NH:7][C@H:8]([CH2:23][C:24]1[CH:29]=[C:28]([F:30])[CH:27]=[CH:26][C:25]=1[F:31])[CH2:9][C:10]1[N:14]2[CH:15]=[CH:16][C:17]3[C:22]([C:13]2=[N:12][N:11]=1)=[CH:21][CH:20]=[CH:19][CH:18]=3)(C)(C)C.[ClH:33]>O1CCOCC1>[ClH:33].[ClH:33].[F:31][C:25]1[CH:26]=[CH:27][C:28]([F:30])=[CH:29][C:24]=1[CH2:23][C@@H:8]([NH2:7])[CH2:9][C:10]1[N:14]2[CH:15]=[CH:16][C:17]3[C:22]([C:13]2=[N:12][N:11]=1)=[CH:21][CH:20]=[CH:19][CH:18]=3 |f:3.4.5|. Reported procedure: A mixture of 43.9 mg (0.1 mmol) of tert-butyl[(1R)-1-(2,5-difluorobenzyl)-2-[1,2,4]triazolo[3,4-a]isoquinolin-3-ylethyl]carbamate and 2 mL of 4M HCl in anhydrous dioxane was stirred at room temperature in a stoppered flask. After 2 h, the solvent was evaporated, and the residue was stirred with diethyl ether. The solid was collected on a filter, washed with diethyl ether, and dried to give the title compound as an off-white powder. LC-MS 339 (M+1). Reactants: OCCC=1C=C(C=CC1)CC(C(=O)OCC)OC(C)C (ethyl 3-[3-(2-hydroxyethyl)phenyl]-2-isopropoxypropanoate), C1(=CC=CC=C1)N=C=O (phenylisocyanate). Product: N(C1=CC=CC=C1)C(=O)OCCC=1C=C(C=CC1)CC(C(=O)O)OC(C)C (3-(3-{2-[(Anilinocarbonyl)oxy]ethyl}phenyl)-2-isopropoxypropanoic acid). RXN SMILES: [OH:1][CH2:2][CH2:3][C:4]1[CH:5]=[C:6]([CH2:10][CH:11]([O:17][CH:18]([CH3:20])[CH3:19])[C:12]([O:14]CC)=[O:13])[CH:7]=[CH:8][CH:9]=1.[C:21]1([N:27]=[C:28]=[O:29])[CH:26]=[CH:25][CH:24]=[CH:23][CH:22]=1>>[NH:27]([C:28]([O:1][CH2:2][CH2:3][C:4]1[CH:5]=[C:6]([CH2:10][CH:11]([O:17][CH:18]([CH3:19])[CH3:20])[C:12]([OH:14])=[O:13])[CH:7]=[CH:8][CH:9]=1)=[O:29])[C:21]1[CH:26]=[CH:25][CH:24]=[CH:23][CH:22]=1. Reported procedure: Using ethyl 3-[3-(2-hydroxyethyl)phenyl]-2-isopropoxypropanoate and phenylisocyanate, the title compound was obtained in the same manner as described in Example 148. The reactants are CC(=O)OCC1=C(N2[C@@H]([C@@H](C2=O)N)SC1)C(=O)O (7-Aminocephalosporanic acid), OC=1C=C(C=CC1O)C=1C(NC(=NC1)C1=CC=CC=C1)=S (5-(3,4-dihydroxyphenyl)-2-phenyl-4(3H)-pyrimidinethione), B(F)(F)F.CCOCC (boron trifluoride diethyl etherate). The solvent is ClCCl.S1(=O)(=O)CCCC1 (dichloromethane sulpholane). The product is N[C@H]1[C@H]2SCC(=C(N2C1=O)C(=O)O)CSC1=NC(=NC=C1C1=CC(=C(C=C1)O)O)C1=CC=CC=C1 ((6R,7R)-7-amino-3-[[[5-(3,4-dihydroxyphenyl)-2-phenyl-4-pyrimidinyl]thio]methyl]-8-oxo-5-thia-1-azabicyclo[4.2.0]oct-2-ene-2-carboxylic acid). Yield: 81.9%. As a reaction SMILES: CC(O[CH2:5][C:6]1[CH2:15][S:14][C@@H:9]2[C@H:10]([NH2:13])[C:11](=[O:12])[N:8]2[C:7]=1[C:16]([OH:18])=[O:17])=O.[OH:19][C:20]1[CH:21]=[C:22]([C:27]2[C:28](=[S:39])[NH:29][C:30]([C:33]3[CH:38]=[CH:37][CH:36]=[CH:35][CH:34]=3)=[N:31][CH:32]=2)[CH:23]=[CH:24][C:25]=1[OH:26].B(F)(F)F.CCOCC>ClCCl.S1(CCCC1)(=O)=O>[NH2:13][C@@H:10]1[C:11](=[O:12])[N:8]2[C@@H:9]1[S:14][CH2:15][C:6]([CH2:5][S:39][C:28]1[C:27]([C:22]3[CH:23]=[CH:24][C:25]([OH:26])=[C:20]([OH:19])[CH:21]=3)=[CH:32][N:31]=[C:30]([C:33]3[CH:38]=[CH:37][CH:36]=[CH:35][CH:34]=3)[N:29]=1)=[C:7]2[C:16]([OH:18])=[O:17] |f:2.3,4.5|. Reported procedure: 7-Aminocephalosporanic acid (162 mg) (0.6 mmol) and 216 mg (0.66 mmol) of 5-(3,4-dihydroxyphenyl)-2-phenyl-4(3H)-pyrimidinethione are suspended in 7 ml of dichloromethane/sulpholane (1:1 v/v). 4 ml of boron trifluoride diethyl etherate are added thereto while stirring. After 16 hours the mixture is concentrated in a high vacuum at room temperature, the residue is washed with diethyl ether and dissolved in about 3 ml of water. Sodium hydrogen carbonate is added thereto until the pH is adjusted to...